From a dataset of the Open Reaction Database (ORD), a public repository of structured organic reaction records. describe an organic reaction: reactants, conditions, products, and yield RXN SMILES: [CH:1](=[O:2])[c:3]1[cH:4][c:5]2[c:6]([nH:7][c:8]([C:10](=[O:11])[OH:12])[cH:9]2)[s:13]1.[ClH:14].[NH2:15][OH:16]>>[C:1]([c:3]1[cH:4][c:5]2[c:6]([nH:7][c:8]([C:10](=[O:11])[OH:12])[cH:9]2)[s:13]1)#[N:15]. Reactants: O=Cc1cc2cc(C(=O)O)[nH]c2s1, Cl, NO. Yields the product N#Cc1cc2cc(C(=O)O)[nH]c2s1. As a reaction SMILES: [C:1]([CH3:2])([CH3:3])([CH3:4])[Si:5]([O:6][CH:7]1[CH2:8][O:9][CH:10]2[CH:11]1[O:12][CH2:13][CH:14]2[OH:15])([CH3:16])[CH3:17].[Cl:18][CH2:19][Cl:20]>>[C:1]([CH3:2])([CH3:3])([CH3:4])[Si:5]([O:6][CH:7]1[CH2:8][O:9][CH:10]2[CH:11]1[O:12][CH2:13][C:14]2=[O:15])([CH3:16])[CH3:17]. Yields the product CC(C)(C)[Si](C)(C)OC1COC2C(=O)COC12. Reactants: CC(C)(C)[Si](C)(C)OC1COC2C(O)COC12, ClCCl. Reactants: NC=1C=CC(=C(C1)[C@@H]1N(CCC1)C(=O)OC(C)(C)C)S(=O)(=O)C(C)C ((R)-tert-butyl 2-(5-amino-2-(isopropylsulfonyl)phenyl)pyrrolidine-1-carboxylate), ClC(=O)OC (methyl chloroformate), N1=CC=CC=C1 (pyridine), Cl (HCl). Reaction conditions: time 2 hour. Yields the product Cl.CN(C(O)=O)C1=CC(=C(C=C1)S(=O)(=O)C(C)C)[C@@H]1NCCC1 ((R)-Methyl(4-(isopropylsulfonyl)-3-(pyrrolidin-2-yl)phenyl)carbamate hydrochloride). RXN SMILES: [NH2:1][C:2]1[CH:3]=[CH:4][C:5]([S:20]([CH:23]([CH3:25])[CH3:24])(=[O:22])=[O:21])=[C:6]([C@H:8]2[CH2:12][CH2:11][CH2:10][N:9]2C(OC(C)(C)C)=O)[CH:7]=1.[Cl:26][C:27]([O:29]C)=[O:28].Cl.N1C=CC=C[CH:33]=1>>[ClH:26].[CH3:33][N:1]([C:2]1[CH:3]=[CH:4][C:5]([S:20]([CH:23]([CH3:24])[CH3:25])(=[O:21])=[O:22])=[C:6]([C@H:8]2[CH2:12][CH2:11][CH2:10][NH:9]2)[CH:7]=1)[C:27](=[O:28])[OH:29] |f:4.5|. Procedure details: To 40A (0.1 g, 0.27 mmol) in pyridine (1 mL) at 0° C. was added methyl chloroformate (57 μL, 0.54 mmoL). After 2.0 h of stirring at rt the reaction was acidified with 1M HCl to pH 3-4. The product was extracted with ethyl acetate and was washed with brine and dried over sodium sulfate. After evaporation of the solvent, the crude product was redissolved in ethyl acetate (1.5 mL) and hydrogen chloride (2 mL, 4M in dioxane) was added. The reaction was stirred for 3 h at rt. The solvent was removed ...